This data is from the Open Reaction Database (ORD), a public repository of structured organic reaction records. The task is: describe an organic reaction: reactants, conditions, products, and yield Starting materials: CCO, [H][H], [K+], CCCCCCNc1cc(Cl)nc(N)[n+]1[O-], [OH-]. Product: CCCCCCNc1ccnc(N)[n+]1[O-]. Reaction SMILES: [CH3:21][CH2:22][OH:23].[H:19][H:20].[K+:2].[NH2:3][c:4]1[n:5][c:6]([Cl:18])[cH:7][c:8]([NH:11][CH2:12][CH2:13][CH2:14][CH2:15][CH2:16][CH3:17])[n+:9]1[O-:10].[OH-:1]>>[NH2:3][c:4]1[n:5][cH:6][cH:7][c:8]([NH:11][CH2:12][CH2:13][CH2:14][CH2:15][CH2:16][CH3:17])[n+:9]1[O-:10].